This data is from the Open Reaction Database (ORD), a public repository of structured organic reaction records. The task is: describe an organic reaction: reactants, conditions, products, and yield The reactants are CC(=O)OC1CC(F)(N2C(=O)c3cccc([N+](=O)[O-])c3C2=O)C(=O)NC1=O, Cc1ccc(S(=O)(=O)O)cc1. Product: O=C1NC(=O)C(F)(N2C(=O)c3cccc([N+](=O)[O-])c3C2=O)CC1O. RXN SMILES: [N+:1](=[O:2])([O-:3])[c:4]1[c:5]2[c:9]([cH:10][cH:11][cH:12]1)[C:8](=[O:13])[N:7]([C:14]1([F:26])[C:15](=[O:25])[NH:16][C:17](=[O:24])[CH:18]([O:20][C:21](=[O:22])[CH3:23])[CH2:19]1)[C:6]2=[O:27].[c:28]1([CH3:29])[cH:30][cH:31][c:32]([S:33]([OH:34])(=[O:35])=[O:36])[cH:37][cH:38]1>>[N+:1](=[O:2])([O-:3])[c:4]1[c:5]2[c:9]([cH:10][cH:11][cH:12]1)[C:8](=[O:13])[N:7]([C:14]1([F:26])[C:15](=[O:25])[NH:16][C:17](=[O:24])[CH:18]([OH:20])[CH2:19]1)[C:6]2=[O:27].